The task is: describe an organic reaction: reactants, conditions, products, and yield. This data is from the Open Reaction Database (ORD), a public repository of structured organic reaction records. Starting materials: C(C=C)(=O)N (acrylic acid amide), C[Si](Cl)(C)C (trimethylchlorosilane). Run in C(C)N(CC)CC (triethylamine). Reaction conditions: temperature 60 celsius, time 16 hour. The product is C[Si](C)(C)C(=CC(=O)N)[Si](C)(C)C (bis-trimethylsilylacrylic acid amide). The yield is 69.2%. As a reaction SMILES: [C:1]([NH2:5])(=[O:4])[CH:2]=[CH2:3].[CH3:6][Si:7]([CH3:10])([CH3:9])Cl>C(N(CC)CC)C>[CH3:6][Si:7]([C:3]([Si:7]([CH3:10])([CH3:9])[CH3:6])=[CH:2][C:1]([NH2:5])=[O:4])([CH3:10])[CH3:9]. Procedure: 71 g (1 mol) of acrylic acid amide are dissolved in 750 ml of anhydrous triethylamine in a 6 liter three-necked flask equipped with a stirrer and a reflux condenser. 270 g (2.5 mols) of trimethylchlorosilane are then added dropwise over the course of 2 hours at room temperature (approximately 25° C). The temperature is then slowly raised to 60° C and the reaction mixture is stirred for about 16 hours at this temperature. The triethylamine hydrochloride which has precipitated is filtered off unde... The reactants are FC1=CC=C(C=C1)NC=1C=C2C=NN=C(C2=CC1)O (6-(4-fluorophenylamino)phthalazin-1-ol), P(=O)(Cl)(Cl)Cl (phosphorus oxychloride). Reaction conditions: temperature 105 celsius. Product: ClC1=NN=CC2=CC(=CC=C12)NC1=CC=C(C=C1)F (1-Chloro-N-(4-fluorophenyl)phthalazin-6-amine). RXN SMILES: [F:1][C:2]1[CH:7]=[CH:6][C:5]([NH:8][C:9]2[CH:10]=[C:11]3[C:16](=[CH:17][CH:18]=2)[C:15](O)=[N:14][N:13]=[CH:12]3)=[CH:4][CH:3]=1.P(Cl)(Cl)([Cl:22])=O>>[Cl:22][C:15]1[C:16]2[C:11](=[CH:10][C:9]([NH:8][C:5]3[CH:6]=[CH:7][C:2]([F:1])=[CH:3][CH:4]=3)=[CH:18][CH:17]=2)[CH:12]=[N:13][N:14]=1. Procedure details: A mixture of 6-(4-fluorophenylamino)phthalazin-1-ol (0.650 g, 2.55 mmol) and phosphorus oxychloride (5.00 mL, 53.6 mmol) was heated at 105° C. in an oil bath for 2 h. The volatiles were removed by vacuum distillation. The residue was diluted with CH2Cl2 and treated with saturated aqueous solution of NaHCO3. The organic layer was collected and the aqueous layer was extracted with 25% i-PrOH/CHCl3 (2×). The combined organics were dried over Na2SO4, filtered through a pad of silica gel and eluted w... Starting materials: BrC1=C(C=C(C=C1)N(S(=O)(=O)C)C1=CC2=C(C(=C(O2)C2=CC=C(C=C2)F)C(=O)NC)C=C1C1CC1)CCO (6-(N-(4-bromo-3-(2-hydroxyethyl)phenyl)methyl-sulfonamido)-5-cyclopropyl-2-(4-fluorophenyl)-N-methylbenzofuran-3-carboxamide), C(=O)([O-])[O-].[K+].[K+] (K2CO3), CC1(OB(OC1(C)C)B1OC(C(O1)(C)C)(C)C)C (4,4,4′,4′,5,5,5′,5′-octamethyl-2,2′-bi(1,3,2-dioxaborolane)). The reagents and catalysts are C1=CC=C(C=C1)P([C-]2C=CC=C2)C3=CC=CC=C3.C1=CC=C(C=C1)P([C-]2C=CC=C2)C3=CC=CC=C3.Cl[Pd]Cl.[Fe+2] (PdCl2(dppf)). Solvent: O1CCOCC1 (1,4-dioxane), O (water). Conditions: temperature 70 celsius. Yields the product C1(CC1)C=1C(=CC2=C(C(=C(O2)C2=CC=C(C=C2)F)C(=O)NC)C1)N(S(=O)(=O)C)C1=CC2=C(B(OCC2)O)C=C1 (5-Cyclopropyl-2-(4-fluorophenyl)-6-(N-(1-hydroxy-3,4-dihydro-1H-benzo[c][1,2]oxaborinin-6-yl)methylsulfonamido)-N-methylbenzofuran-3-carboxamide). Yield: 65.0%. Reaction SMILES: Br[C:2]1[CH:7]=[CH:6][C:5]([N:8]([C:13]2[C:32]([CH:33]3[CH2:35][CH2:34]3)=[CH:31][C:16]3[C:17]([C:27]([NH:29][CH3:30])=[O:28])=[C:18]([C:20]4[CH:25]=[CH:24][C:23]([F:26])=[CH:22][CH:21]=4)[O:19][C:15]=3[CH:14]=2)[S:9]([CH3:12])(=[O:11])=[O:10])=[CH:4][C:3]=1[CH2:36][CH2:37][OH:38].C([O-])([O-])=O.[K+].[K+].CC1(C)C(C)(C)O[B:48](B2OC(C)(C)C(C)(C)O2)[O:47]1>O1CCOCC1.O.C1C=CC(P(C2C=CC=CC=2)[C-]2C=CC=C2)=CC=1.C1C=CC(P(C2C=CC=CC=2)[C-]2C=CC=C2)=CC=1.Cl[Pd]Cl.[Fe+2]>[CH:33]1([C:32]2[C:13]([N:8]([C:5]3[CH:6]=[CH:7][C:2]4[B:48]([OH:47])[O:38][CH2:37][CH2:36][C:3]=4[CH:4]=3)[S:9]([CH3:12])(=[O:11])=[O:10])=[CH:14][C:15]3[O:19][C:18]([C:20]4[CH:25]=[CH:24][C:23]([F:26])=[CH:22][CH:21]=4)=[C:17]([C:27]([NH:29][CH3:30])=[O:28])[C:16]=3[CH:31]=2)[CH2:34][CH2:35]1 |f:1.2.3,7.8.9.10|. Procedure: To a deoxygenated solution of 6-(N-(4-bromo-3-(2-hydroxyethyl)phenyl)methyl-sulfonamido)-5-cyclopropyl-2-(4-fluorophenyl)-N-methylbenzofuran-3-carboxamide (100 mg, 0.166 mmol) in 1,4-dioxane (4 mL) and water (1.0 mL) was added K2CO3 (92 mg, 0.665 mmol) followed by 4,4,4′,4′,5,5,5′,5′-octamethyl-2,2′-bi(1,3,2-dioxaborolane) (84 mg, 0.33 mmol) and PdCl2(dppf) (12.16 mg, 0.017 mmol) under nitrogen purging. Then the reaction mixture was heated to 70° C. for 2 h. The mixture was cooled to RT and filt... The reactants are FeCl2, O=O (oxygen), C(F)(F)(F)CO (CF3CH2OH), [N+](=O)(O)[O-] (nitric acid). Yields the product [N+](=O)(O)[O-] (nitric acid), C(=O)(C(F)(F)F)O (CF3COOH). Reaction SMILES: [C:1]([CH2:5][OH:6])([F:4])([F:3])[F:2].[N+:7]([O-:10])([OH:9])=[O:8].[O:11]=O>>[N+:7]([O-:10])([OH:9])=[O:8].[C:5]([OH:11])([C:1]([F:4])([F:3])[F:2])=[O:6]. Procedure: CF3CH2OH (200.00 g, 2.00 moles), 55% nitric acid (114.55 g, 1.00 mole) and FeCl2.nH2O (0.0020 g) were placed into the autoclave used in Example 1. The mixture was heated with stirring in the same manner as in Example 1. 3.0 hours after the start of heating, the reaction temperature rose to 125° C. and the reaction pressure increased to 0.75 MPa. From that time, oxygen was fed into the gas phase in the same manner as in Example 1, whereby the reaction pressure was controlled at 0.75 MPa. 6.0 hour... The reactants are BrCCCCc1cccnc1, Br, CCCc1c(OCCCc2nnn[nH]2)ccc(C(C)=O)c1O. The product is CCCc1c(OCCCc2nnnn2CCCCc2cccnc2)ccc(C(C)=O)c1O. As a reaction SMILES: [Br:24][CH2:25][CH2:26][CH2:27][CH2:28][c:29]1[cH:30][n:31][cH:32][cH:33][cH:34]1.[BrH:23].[OH:1][c:2]1[c:3]([C:20]([CH3:21])=[O:22])[cH:4][cH:5][c:6]([O:11][CH2:12][CH2:13][CH2:14][c:15]2[n:16][n:17][n:18][nH:19]2)[c:7]1[CH2:8][CH2:9][CH3:10]>>[OH:1][c:2]1[c:3]([C:20]([CH3:21])=[O:22])[cH:4][cH:5][c:6]([O:11][CH2:12][CH2:13][CH2:14][c:15]2[n:16][n:17][n:18][n:19]2[CH2:25][CH2:26][CH2:27][CH2:28][c:29]2[cH:30][n:31][cH:32][cH:33][cH:34]2)[c:7]1[CH2:8][CH2:9][CH3:10].